Dataset: the Open Reaction Database (ORD), a public repository of structured organic reaction records. Task: describe an organic reaction: reactants, conditions, products, and yield Reactants: [H-].[Na+] (Sodium hydride), C(C1=CC=CC=C1)(=O)NC=1C=2N=CN([C@H]3C[C@H](O)[C@@H](COC(C4=CC=C(C=C4)OC)(C4=CC=C(C=C4)OC)C4=CC=CC=C4)O3)C2N=CN1 (N6 -benzoyl-5'-O-(4,4'-dimethoxytrityl)-2'-deoxyadenosine), C(C)(C)(C)C1=CC=C(CBr)C=C1 (4-(tert-butyl)benzyl bromide). The solvent is CN(C)C=O (DMF). Conditions: time 0.5 hour. Yields the product C(C1=CC=CC=C1)(=O)N(C=1C=2N=CN([C@H]3C[C@H](O)[C@@H](COC(C4=CC=C(C=C4)OC)(C4=CC=C(C=C4)OC)C4=CC=CC=C4)O3)C2N=CN1)CC1=CC=C(C=C1)C(C)(C)C (N -benzoyl-N -(p-tert-butylbenzyl)-5'-O-(4,4'-dimethoxytrityl)-2'-deoxyadenosine). Isolated yield 28.5%. RXN SMILES: [C:1]([NH:9][C:10]1[C:11]2[N:12]=[CH:13][N:14]([C:46]=2[N:47]=[CH:48][N:49]=1)[C@@H:15]1[O:45][C@H:19]([CH2:20][O:21][C:22]([C:39]2[CH:44]=[CH:43][CH:42]=[CH:41][CH:40]=2)([C:31]2[CH:36]=[CH:35][C:34]([O:37][CH3:38])=[CH:33][CH:32]=2)[C:23]2[CH:28]=[CH:27][C:26]([O:29][CH3:30])=[CH:25][CH:24]=2)[C@@H:17]([OH:18])[CH2:16]1)(=[O:8])[C:2]1[CH:7]=[CH:6][CH:5]=[CH:4][CH:3]=1.[H-].[Na+].[C:52]([C:56]1[CH:63]=[CH:62][C:59]([CH2:60]Br)=[CH:58][CH:57]=1)([CH3:55])([CH3:54])[CH3:53]>CN(C=O)C>[C:1]([N:9]([CH2:60][C:59]1[CH:62]=[CH:63][C:56]([C:52]([CH3:55])([CH3:54])[CH3:53])=[CH:57][CH:58]=1)[C:10]1[C:11]2[N:12]=[CH:13][N:14]([C:46]=2[N:47]=[CH:48][N:49]=1)[C@@H:15]1[O:45][C@H:19]([CH2:20][O:21][C:22]([C:39]2[CH:44]=[CH:43][CH:42]=[CH:41][CH:40]=2)([C:31]2[CH:36]=[CH:35][C:34]([O:37][CH3:38])=[CH:33][CH:32]=2)[C:23]2[CH:24]=[CH:25][C:26]([O:29][CH3:30])=[CH:27][CH:28]=2)[C@@H:17]([OH:18])[CH2:16]1)(=[O:8])[C:2]1[CH:7]=[CH:6][CH:5]=[CH:4][CH:3]=1 |f:1.2|. Reported procedure: To N6 -benzoyl-5'-O-(4,4'-dimethoxytrityl)-2'-deoxyadenosine (658 mg, 1.0 mmole) was added DMF (anhydrous, 10 ml) and evaporated to dryness. This was repeated. Fresh DMF (10 ml) was added under an Argon atmosphere. Sodium hydride (44 mg, 60% in oil, 1.1 mmole) was added and the mixture was stirred for 0.5 hour at room temperature. 4-(tert-butyl)benzyl bromide (272 mg, 1.2 mmole) was added dropwise and stirred at room temperature overnight. The solvent was removed under vacuum, and the residue wa...